This data is from the Open Reaction Database (ORD), a public repository of structured organic reaction records. The task is: describe an organic reaction: reactants, conditions, products, and yield The reactants are C1COCCN1, O, CC(C)C(O)c1ccc(O)cc1. Product: CC(C)C(c1ccc(O)cc1)N1CCOCC1. As a reaction SMILES: [CH2:13]1[CH2:14][O:15][CH2:16][CH2:17][NH:18]1.[OH2:19].[OH:1][c:2]1[cH:3][cH:4][c:5]([CH:6]([CH:7]([CH3:8])[CH3:9])[OH:10])[cH:11][cH:12]1>>[OH:1][c:2]1[cH:3][cH:4][c:5]([CH:6]([CH:7]([CH3:8])[CH3:9])[N:18]2[CH2:13][CH2:14][O:15][CH2:16][CH2:17]2)[cH:11][cH:12]1. Starting materials: COC1OC(COCc2ccccc2)C(OCc2ccc(Cl)cc2)C(OCc2ccc(Br)cc2)C1OCc1ccc(I)cc1, C1CCOC1, CNc1ccccc1, CC(C)(C)[O-], [Na+]. Product: COC1OC(COCc2ccccc2)C(OCc2ccc(Cl)cc2)C(OCc2ccc(Br)cc2)C1O. RXN SMILES: [CH2:1]([c:2]1[cH:3][cH:4][cH:5][cH:6][cH:7]1)[O:8][CH2:9][CH:10]1[CH:11]([O:36][CH2:37][c:38]2[cH:39][cH:40][c:41]([Cl:44])[cH:42][cH:43]2)[CH:12]([O:27][CH2:28][c:29]2[cH:30][cH:31][c:32]([Br:35])[cH:33][cH:34]2)[CH:13]([O:18][CH2:19][c:20]2[cH:21][cH:22][c:23]([I:24])[cH:25][cH:26]2)[CH:14]([O:15][CH3:16])[O:17]1.[CH2:59]1[O:60][CH2:61][CH2:62][CH2:63]1.[CH3:45][NH:46][c:47]1[cH:48][cH:49][cH:50][cH:51][cH:52]1.[CH3:53][C:54]([CH3:55])([O-:56])[CH3:57].[Na+:58]>>[CH2:1]([c:2]1[cH:3][cH:4][cH:5][cH:6][cH:7]1)[O:8][CH2:9][CH:10]1[CH:11]([O:36][CH2:37][c:38]2[cH:39][cH:40][c:41]([Cl:44])[cH:42][cH:43]2)[CH:12]([O:27][CH2:28][c:29]2[cH:30][cH:31][c:32]([Br:35])[cH:33][cH:34]2)[CH:13]([OH:18])[CH:14]([O:15][CH3:16])[O:17]1. Reactants: CC(C)(C)N(C([O-])=O)CC1=CC(=CC=C1)CN1N=C(C2=C(C=CC=C12)CO)N(S(=O)(=O)C=1SC(=CC1)Cl)S(=O)(=O)C=1SC(=CC1)Cl (1,1-Dimethylethyl[(3-{[3-{bis[(5-chloro-2-thienyl)sulfonyl]amino}-4-(hydroxymethyl)-1H-indazol-1-yl]methyl}phenyl)methyl]carbamate), Intermediate 71, FC(C(=O)O)(F)F (trifluoroacetic acid). Reported procedure: 1,1-Dimethylethyl[(3-{[3-{bis[(5-chloro-2-thienyl)sulfonyl]amino}-4-(hydroxymethyl)-1H-indazol-1-yl]methyl}phenyl)methyl]carbamate (for a preparation see Intermediate 71) (93 mg, 0.125 mmol) was dissolved in dichloromethane (0.5 mL), trifluoroacetic acid (0.125 mL) was added to the solution and stirred for 1 h under nitrogen. The reaction mixture was concentrated under a stream of nitrogen and the residue was dissolved in methanol and loaded onto a methanol pre-conditioned sulphonic acid (SCX-2)... The product is NCC=1C=C(C=CC1)CN1N=C(C2=C(C=CC=C12)CO)N(S(=O)(=O)C=1SC(=CC1)Cl)S(=O)(=O)C=1SC(=CC1)Cl (N-[1-{[3-(Aminomethyl)phenyl]methyl}-4-(hydroxymethyl)-1H-indazol-3-yl]-5-chloro-N-[(5-chloro-2-thienyl)sulfonyl]-2-thiophenesulfonamide). Run in ClCCl (dichloromethane). Reaction SMILES: CC([N:5]([CH2:9][C:10]1[CH:15]=[CH:14][CH:13]=[C:12]([CH2:16][N:17]2[C:25]3[C:20](=[C:21]([CH2:26][OH:27])[CH:22]=[CH:23][CH:24]=3)[C:19]([N:28]([S:38]([C:41]3[S:42][C:43]([Cl:46])=[CH:44][CH:45]=3)(=[O:40])=[O:39])[S:29]([C:32]3[S:33][C:34]([Cl:37])=[CH:35][CH:36]=3)(=[O:31])=[O:30])=[N:18]2)[CH:11]=1)C(=O)[O-])(C)C.FC(F)(F)C(O)=O>ClCCl>[NH2:5][CH2:9][C:10]1[CH:11]=[C:12]([CH2:16][N:17]2[C:25]3[C:20](=[C:21]([CH2:26][OH:27])[CH:22]=[CH:23][CH:24]=3)[C:19]([N:28]([S:38]([C:41]3[S:42][C:43]([Cl:46])=[CH:44][CH:45]=3)(=[O:40])=[O:39])[S:29]([C:32]3[S:33][C:34]([Cl:37])=[CH:35][CH:36]=3)(=[O:31])=[O:30])=[N:18]2)[CH:13]=[CH:14][CH:15]=1. The yield is 66.0%. Run at time 1 hour. Starting materials: CC1(C=CC(CC1)=O)C (4,4-dimethyl-cyclohex-2-en-1-one), [Cl-].[NH4+] (ammonium chloride), [Mg] (magnesium), CI (methyliodide). The reagents and catalysts are Cl[Cu] (CuCl). Run in CCOCC (ether), C(C)OCC (diethylether). Product: CC1CC(CCC1(C)C)=O (3,4,4-trimethyl-cyclohexanone). The yield is 62.8%. RXN SMILES: [Mg].[CH3:2]I.[CH3:4][C:5]1([CH3:12])[CH2:10][CH2:9][C:8](=[O:11])[CH:7]=[CH:6]1.[Cl-].[NH4+]>C(OCC)C.Cl[Cu]>[CH3:2][CH:6]1[C:5]([CH3:12])([CH3:4])[CH2:10][CH2:9][C:8](=[O:11])[CH2:7]1 |f:3.4|. Reported procedure: 109 g of CuCl were added in small portions to a Grignard solution prepared from 26.4 g of magnesium turnings and 156.2 g of methyliodide in 200 ml diethylether under a nitrogen atmosphere. To the reaction mixture there were then added 124 g of 4,4-dimethyl-cyclohex-2-en-1-one in ether solution and the whole was refluxed for 2 h. The mixture was then hydrolysed with a saturated aqueous solution of ammonium chloride and subjected to the usual treatments to afford on distillation 88 g (63% yield) o... The reactants are BrC1=C(C=C2C=CN=C(C2=C1)O[C@@H]1C[C@H](N(C1)C([C@@H](NC(=O)OCC(CC=C)(C)C)C1CCCCC1)=O)C(=O)OCC)OC (Ethyl (4R)-4-[(7-bromo-6-methoxyisoquinolin-1-yl)oxy]-1-[(2S)-2-cyclohexyl-2-({[(2,2-dimethylpent-4-en-1-yl)oxy]carbonyl}amino)acetyl]-L-prolinate), C(CCC)C(=C(CCCC)CCCC)[Sn] (Tri-n-butylvinyltin). Reagents/catalysts: C=1C=CC(=CC1)[P](C=2C=CC=CC2)(C=3C=CC=CC3)[Pd]([P](C=4C=CC=CC4)(C=5C=CC=CC5)C=6C=CC=CC6)([P](C=7C=CC=CC7)(C=8C=CC=CC8)C=9C=CC=CC9)[P](C=1C=CC=CC1)(C=1C=CC=CC1)C=1C=CC=CC1 (tetrakis(triphenylphosphine)palladium). Solvent: C1(=CC=CC=C1)C (PhMe). Conditions: temperature 105 celsius. Product: C1(CCCCC1)[C@@H](C(=O)N1[C@H](C(=O)OCC)C[C@H](C1)OC1=NC=CC2=CC(=C(C=C12)C=C)OC)NC(=O)OCC(CC=C)(C)C (Ethyl (4R)-1-[(2S)-2-cyclohexyl-2-({[(2,2-dimethylpent-4-en-1-yl)oxy]carbonyl}amino)acetyl]-4-[(6-methoxy-7-vinylisoquinolin-1-yl)oxy]-L-prolinate). Isolated yield 87.3%. RXN SMILES: Br[C:2]1[CH:11]=[C:10]2[C:5]([CH:6]=[CH:7][N:8]=[C:9]2[O:12][C@H:13]2[CH2:17][N:16]([C:18](=[O:37])[C@H:19]([CH:31]3[CH2:36][CH2:35][CH2:34][CH2:33][CH2:32]3)[NH:20][C:21]([O:23][CH2:24][C:25]([CH3:30])([CH3:29])[CH2:26][CH:27]=[CH2:28])=[O:22])[C@H:15]([C:38]([O:40][CH2:41][CH3:42])=[O:39])[CH2:14]2)=[CH:4][C:3]=1[O:43][CH3:44].[CH2:45](C([Sn])=C(CCCC)CCCC)[CH2:46]CC>C1(C)C=CC=CC=1.C1C=CC([P]([Pd]([P](C2C=CC=CC=2)(C2C=CC=CC=2)C2C=CC=CC=2)([P](C2C=CC=CC=2)(C2C=CC=CC=2)C2C=CC=CC=2)[P](C2C=CC=CC=2)(C2C=CC=CC=2)C2C=CC=CC=2)(C2C=CC=CC=2)C2C=CC=CC=2)=CC=1>[CH:31]1([C@H:19]([NH:20][C:21]([O:23][CH2:24][C:25]([CH3:30])([CH3:29])[CH2:26][CH:27]=[CH2:28])=[O:22])[C:18]([N:16]2[CH2:17][C@H:13]([O:12][C:9]3[C:10]4[C:5](=[CH:4][C:3]([O:43][CH3:44])=[C:2]([CH:45]=[CH2:46])[CH:11]=4)[CH:6]=[CH:7][N:8]=3)[CH2:14][C@H:15]2[C:38]([O:40][CH2:41][CH3:42])=[O:39])=[O:37])[CH2:36][CH2:35][CH2:34][CH2:33][CH2:32]1 |^1:46,70,72,91,110|. Procedure: A solution of the product from Step 5 (1.02 g, 1.51 mmol) in PhMe (30 mL) was degassed for 30 minutes by bubbling nitrogen. Tri-n-butylvinyltin (533 μL, 1.81 mmol) and tetrakis(triphenylphosphine)palladium (175 mg, 0.151 mmol) were added, and the reaction mixture was heated to 105° C. for 3 hours, then cooled to RT for 18 hours. The volatiles were evaporated, and the residue was purified by chromatography on silica (20-50% EtOAc/hexane) to afford the title compound (820 mg) as a foam. LRMS ESI+ ...